Dataset: the Open Reaction Database (ORD), a public repository of structured organic reaction records. Task: describe an organic reaction: reactants, conditions, products, and yield The reactants are N-Aryl-benzenesulfonamides, NC1=C(C=C(C=C1)Cl)C(=O)C1=CC(=NC=C1)C ((2-Amino-5-chloro-phenyl)-(2-methyl-pyridin-4-yl)-methanone), COC(CCC1=CC=C(C=C1)S(=O)(=O)Cl)=O (3-(4-chlorosulfonyl-phenyl)-propionic acid methyl ester). Product: COC(CCC1=CC=C(C=C1)S(NC1=C(C=C(C=C1)Cl)C(=O)C1=CC(=NC=C1)C)(=O)=O)=O (3-{4-[4-Chloro-2-(2-methyl-pyridine-4-carbonyl)-phenylsulfamoyl]-phenyl}-propionic acid methyl ester). As a reaction SMILES: [NH2:1][C:2]1[CH:7]=[CH:6][C:5]([Cl:8])=[CH:4][C:3]=1[C:9]([C:11]1[CH:16]=[CH:15][N:14]=[C:13]([CH3:17])[CH:12]=1)=[O:10].[CH3:18][O:19][C:20](=[O:33])[CH2:21][CH2:22][C:23]1[CH:28]=[CH:27][C:26]([S:29](Cl)(=[O:31])=[O:30])=[CH:25][CH:24]=1>>[CH3:18][O:19][C:20](=[O:33])[CH2:21][CH2:22][C:23]1[CH:28]=[CH:27][C:26]([S:29](=[O:30])(=[O:31])[NH:1][C:2]2[CH:7]=[CH:6][C:5]([Cl:8])=[CH:4][C:3]=2[C:9]([C:11]2[CH:16]=[CH:15][N:14]=[C:13]([CH3:17])[CH:12]=2)=[O:10])=[CH:25][CH:24]=1. Reported procedure: The title compound was prepared according to the general procedure for the synthesis of N-Aryl-benzenesulfonamides previously described using (2-Amino-5-chloro-phenyl)-(2-methyl-pyridin-4-yl)-methanone and 3-(4-chlorosulfonyl-phenyl)-propionic acid methyl ester and purified by HPLC. 1H NMR (CDCl3) δ 10.13 (s, 1H) 8.62 (d, J=4.8 Hz, 1H) 7.73 (d, J=8.8 Hz, 1H) 7.65 (d, J=8.8 Hz, 2H) 7.49 (dd, J=8.8 Hz, 2.4 Hz, 1H) 7.28 (d, J=2.4 Hz, 1H) 7.19 (d, J=12 Hz, 2H) 7.13 (s, 1H) 6.95 (d, J=4.8 Hz, 1H) 3.6... Reactants: C=C(c1ccccc1)c1ccnc(C#N)n1, ClCCl, CO, O=[O+][O-]. Yields the product N#Cc1nccc(C=O)n1. RXN SMILES: [C:1](#[N:2])[c:3]1[n:4][cH:5][cH:6][c:7]([C:9]([c:10]2[cH:11][cH:12][cH:13][cH:14][cH:15]2)=[CH2:16])[n:8]1.[CH2:22]([Cl:23])[Cl:24].[CH3:20][OH:21].[O-:17][O+:18]=[O:19]>>[C:1](#[N:2])[c:3]1[n:4][cH:5][cH:6][c:7]([CH:9]=[O:17])[n:8]1. The reactants are [Mo](=O)(=O)=O (molybdenum trioxide), P(O)(O)(O)=O (phosphoric acid). Run in O (water). Reaction conditions: time 2 hour. Product: OP(=O)O.O[Mo](=O)(=O)O (phosphomolybdic acid). RXN SMILES: [Mo:1](=[O:4])(=[O:3])=[O:2].[P:5](=O)([OH:8])([OH:7])[OH:6]>O>[OH:7][PH:5]([OH:8])=[O:6].[OH:2][Mo:1]([OH:6])(=[O:4])=[O:3] |f:3.4|. Procedure details: A slurry was prepared of 86.2 g (0.6 mole) of molybdenum trioxide and 7.7 g. (0.67 mole P) of 85% phosphoric acid in 1500 mls. of distilled water; boiled with stirring for 2 hours to form phosphomolybdic acid which was greenish yellow in color. 2.3 g. (0.01 mole) of indium acetate was added to the slurry; no change in color, followed by the addition of 14.4 g. (0.1 mole) of rubidium acetate. The aqueous mixture which was yellow in color and was boiled to dryness; dried overnight at 110° C in air... Starting materials: C(C)OC(=O)C1=C(C2=C(C=N1)N=C(S2)C2=CC=C(C=C2)F)O (2-(4-fluoro-phenyl)-7-hydroxy-thiazolo[4,5-c]pyridine-6-carboxylic acid ethyl ester), BrN1C(CCC1=O)=O (N-bromosuccinimide), C(C1=CC=CC=C1)(=O)OOC(C1=CC=CC=C1)=O (benzoyl peroxide). Run in C(Cl)(Cl)(Cl)Cl (carbon tetrachloride). Yields the product C(C)OC(=O)C1=C(C2=C(C(=N1)Br)N=C(S2)C2=CC=C(C=C2)F)O (4-Bromo-2-(4-fluoro-phenyl)-7-hydroxy-thiazolo[4,5-c]pyridine-6-carboxylic acid ethyl ester). The yield is 43.9%. RXN SMILES: [CH2:1]([O:3][C:4]([C:6]1[N:11]=[CH:10][C:9]2[N:12]=[C:13]([C:15]3[CH:20]=[CH:19][C:18]([F:21])=[CH:17][CH:16]=3)[S:14][C:8]=2[C:7]=1[OH:22])=[O:5])[CH3:2].[Br:23]N1C(=O)CCC1=O.C(OOC(=O)C1C=CC=CC=1)(=O)C1C=CC=CC=1>C(Cl)(Cl)(Cl)Cl>[CH2:1]([O:3][C:4]([C:6]1[N:11]=[C:10]([Br:23])[C:9]2[N:12]=[C:13]([C:15]3[CH:20]=[CH:19][C:18]([F:21])=[CH:17][CH:16]=3)[S:14][C:8]=2[C:7]=1[OH:22])=[O:5])[CH3:2]. Reported procedure: A mixture of 2-(4-fluoro-phenyl)-7-hydroxy-thiazolo[4,5-c]pyridine-6-carboxylic acid ethyl ester (547 mg, 1.72 mmol), N-bromosuccinimide (321 mg, 1.80 mmol) and benzoyl peroxide (21 mg, 0.08 mmol) in carbon tetrachloride (10 mL) was refluxed for 5 h before it was cooled to room temperature and partitioned between dichloromethane and water. The organic layer was washed with saturated aqueous sodium bicarbonate solution, brine, dried over anhydrous sodium sulfate and concentrated in vacuo. The res... As a reaction SMILES: [CH3:1][O:2][C:3]([CH:4]([NH:5][C:6]([c:7]1[c:8](-[c:23]2[cH:24][cH:25][cH:26][cH:27][cH:28]2)[cH:9][c:10]([CH2:13][S:14](=[O:15])(=[O:16])[c:17]2[cH:18][n:19][cH:20][cH:21][cH:22]2)[cH:11][cH:12]1)=[O:29])[CH2:30][CH2:31][S:32][CH3:33])=[O:34].[CH3:35][S:36]([CH3:37])=[O:38]>>[O:2]=[C:3]([CH:4]([NH:5][C:6]([c:7]1[c:8](-[c:23]2[cH:24][cH:25][cH:26][cH:27][cH:28]2)[cH:9][c:10]([CH2:13][S:14](=[O:15])(=[O:16])[c:17]2[cH:18][n:19][cH:20][cH:21][cH:22]2)[cH:11][cH:12]1)=[O:29])[CH2:30][CH2:31][S:32][CH3:33])[OH:34]. Starting materials: COC(=O)C(CCSC)NC(=O)c1ccc(CS(=O)(=O)c2cccnc2)cc1-c1ccccc1, CS(C)=O. The product is CSCCC(NC(=O)c1ccc(CS(=O)(=O)c2cccnc2)cc1-c1ccccc1)C(=O)O. Reactants: C(C)(C)(C)OC(=O)N1[C@@H](CC(C1)=NOC)C(=O)O ((2S,4EZ)-1-(tert-butoxycarbonyl)-4-(methoxyimino)-2-pyrrolidine-carboxylic acid), O1C(=CC=C1)CS(=O)(=O)CC(N)=NO (2-[(2-furylmethyl)sulfonyl]-N′-hydroxy-ethanimidamide), C(C)(C)(C)OC(=O)N1[C@@H](CC(C1)=NOC)C(=O)O ((2S,4EZ)-1-(tert-butoxycarbonyl)-4-(methoxyimino)-2-pyrrolidine-carboxylic acid), C1(=CC=C(C=C1)C(=O)Cl)C1=CC=CC=C1 ([1,1′-biphenyl]-4-carbonyl chloride). Product: CON=C1CN([C@@H](C1)C1=NC(=NO1)CS(=O)(=O)CC=1OC=CC1)C(=O)C1=CC=C(C=C1)C1=CC=CC=C1 ((3EZ,5S)-([1,1′-biphenyl]-4-ylcarbonyl)-5-(3-{[(2-furylmethyl)sulfonyl]methyl}-1,2,4-oxadiazol-5-yl)-3-pyrrolidinone O-methyloxime). As a reaction SMILES: C(O[C:6]([N:8]1[CH2:12][C:11](=[N:13][O:14][CH3:15])[CH2:10][C@H:9]1[C:16]([OH:18])=O)=[O:7])(C)(C)C.[C:19]1([C:28]2[CH:33]=[CH:32][CH:31]=[CH:30][CH:29]=2)[CH:24]=[CH:23][C:22](C(Cl)=O)=[CH:21][CH:20]=1.[O:34]1[CH:38]=[CH:37][CH:36]=[C:35]1[CH2:39][S:40]([CH2:43][C:44](=[N:46]O)[NH2:45])(=[O:42])=[O:41]>>[CH3:15][O:14][N:13]=[C:11]1[CH2:10][C@@H:9]([C:16]2[O:18][N:46]=[C:44]([CH2:43][S:40]([CH2:39][C:35]3[O:34][CH:38]=[CH:37][CH:36]=3)(=[O:42])=[O:41])[N:45]=2)[N:8]([C:6]([C:31]2[CH:30]=[CH:29][C:28]([C:19]3[CH:20]=[CH:21][CH:22]=[CH:23][CH:24]=3)=[CH:33][CH:32]=2)=[O:7])[CH2:12]1. Procedure details: Following the general method as outlined in Example 59, starting from (2S,4EZ)-1-(tert-butoxycarbonyl)-4-(methoxyimino)-2-pyrrolidine-carboxylic acid (Intermediate 2), [1,1′-biphenyl]-4-carbonyl chloride, and 2-[(2-furylmethyl)sulfonyl]-N′-hydroxy-ethanimidamide, the title compound was obtained in 88% purity by HPLC. MS(ESI+): m/z=521.4. Reactants: O1CCOC2=C1C=CC(=C2)CN2CCC(CC2)(C(=O)OCC)CCCN2C(C=CC1=CC=C(C=C21)OC)=O (ethyl 1-(2,3-dihydro-1,4-benzodioxin-6-ylmethyl)-4-(3-(7-methoxy-2-oxoquinolin-1(2H)-yl)propyl)piperidine-4-carboxylate), [OH-].[Na+] (sodium hydroxide), [OH-].[Na+] (sodium hydroxide). Solvent: C(C)O (ethanol). Run at time 8 hour. Yields the product O1CCOC2=C1C=CC(=C2)CN2CCC(CC2)(C(=O)O)CCCN2C(C=CC1=CC=C(C=C21)OC)=O (1-(2,3-dihydro-1,4-benzodioxin-6-ylmethyl)-4-(3-(7-methoxy-2-oxoquinolin-1(2H)-yl)propyl)piperidine-4-carboxylic acid). Yield: 22.2%. RXN SMILES: [O:1]1[C:6]2[CH:7]=[CH:8][C:9]([CH2:11][N:12]3[CH2:17][CH2:16][C:15]([CH2:23][CH2:24][CH2:25][N:26]4[C:35]5[C:30](=[CH:31][CH:32]=[C:33]([O:36][CH3:37])[CH:34]=5)[CH:29]=[CH:28][C:27]4=[O:38])([C:18]([O:20]CC)=[O:19])[CH2:14][CH2:13]3)=[CH:10][C:5]=2[O:4][CH2:3][CH2:2]1.[OH-].[Na+]>C(O)C>[O:1]1[C:6]2[CH:7]=[CH:8][C:9]([CH2:11][N:12]3[CH2:13][CH2:14][C:15]([CH2:23][CH2:24][CH2:25][N:26]4[C:35]5[C:30](=[CH:31][CH:32]=[C:33]([O:36][CH3:37])[CH:34]=5)[CH:29]=[CH:28][C:27]4=[O:38])([C:18]([OH:20])=[O:19])[CH2:16][CH2:17]3)=[CH:10][C:5]=2[O:4][CH2:3][CH2:2]1 |f:1.2|. Procedure: To 1 mL of an ethanol solution containing 0.10 g of ethyl 1-(2,3-dihydro-1,4-benzodioxin-6-ylmethyl)-4-(3-(7-methoxy-2-oxoquinolin-1(2H)-yl)propyl)piperidine-4-carboxylate, 0.15 mL of 20% aqueous sodium hydroxide solution was added and refluxed with heating for 2 hours. Then, more 0.10 mL of 20% aqueous sodium hydroxide solution was added and refluxed with heating for 5 hours. After left to stand at room temperature overnight, the solvent was removed under reduced pressure, water was added, and ...